This data is from the Open Reaction Database (ORD), a public repository of structured organic reaction records. The task is: describe an organic reaction: reactants, conditions, products, and yield Starting materials: C1(CC1)NC(C1=CC(=C(C(=C1)F)C)B1OC(C(O1)(C)C)(C)C)=O (N-Cyclopropyl-5-fluoro-4-methyl-3-(4,4,5,5-tetramethyl-[1,3,2]dioxaborolan-2-yl)-benzamide), ClC1=NC=C(C(=O)OC)C=C1 (methyl 6-chloronicotinate), C(O)([O-])=O.[Na+] (sodium hydrogen carbonate). Reagents/catalysts: C=1C=CC(=CC1)[P](C=2C=CC=CC2)(C=3C=CC=CC3)[Pd]([P](C=4C=CC=CC4)(C=5C=CC=CC5)C=6C=CC=CC6)([P](C=7C=CC=CC7)(C=8C=CC=CC8)C=9C=CC=CC9)[P](C=1C=CC=CC1)(C=1C=CC=CC1)C=1C=CC=CC1 (tetrakis(triphenylphosphine)palladium). Run in CC(C)O (propan-2-ol). Reaction conditions: temperature 90 celsius. The product is C1(CC1)NC(=O)C=1C=C(C(=C(C1)C1=NC=C(C(=O)O)C=C1)C)F (6-{5-[(cyclopropylamino)carbonyl]-3-fluoro-2-methylphenyl}nicotinic acid). RXN SMILES: [CH:1]1([NH:4][C:5](=[O:23])[C:6]2[CH:11]=[C:10]([F:12])[C:9]([CH3:13])=[C:8](B3OC(C)(C)C(C)(C)O3)[CH:7]=2)[CH2:3][CH2:2]1.Cl[C:25]1[CH:34]=[CH:33][C:28]([C:29]([O:31]C)=[O:30])=[CH:27][N:26]=1.C(=O)([O-])O.[Na+]>CC(O)C.C1C=CC([P]([Pd]([P](C2C=CC=CC=2)(C2C=CC=CC=2)C2C=CC=CC=2)([P](C2C=CC=CC=2)(C2C=CC=CC=2)C2C=CC=CC=2)[P](C2C=CC=CC=2)(C2C=CC=CC=2)C2C=CC=CC=2)(C2C=CC=CC=2)C2C=CC=CC=2)=CC=1>[CH:1]1([NH:4][C:5]([C:6]2[CH:11]=[C:10]([F:12])[C:9]([CH3:13])=[C:8]([C:25]3[CH:34]=[CH:33][C:28]([C:29]([OH:31])=[O:30])=[CH:27][N:26]=3)[CH:7]=2)=[O:23])[CH2:2][CH2:3]1 |f:2.3,^1:47,49,68,87|. Reported procedure: N-Cyclopropyl-5-fluoro-4-methyl-3-(4,4,5,5-tetramethyl-[1,3,2]dioxaborolan-2-yl)-benzamide (3.2 g), methyl 6-chloronicotinate (1.73 g), tetrakis(triphenylphosphine)palladium (210 mg) and aqueous sodium hydrogen carbonate (1M, 30 ml) were mixed in propan-2-ol (100 ml) and heated at 90° C. for 18 hours. The reaction was allowed to cool and the propan-2-ol removed under vacuum. The residue was partitioned between ethyl acetate and aqueous sodiumhydrogen carbonate (1M). The aqueous phase was acidifi... Starting materials: CO (methanol), N1C=NC=C1 (imidazole), C(C)(C)(C)[Si](C1=CC=CC=C1)(C1=CC=CC=C1)Cl (tert-butylchlorodiphenylsilane), C1(CC=CCC1)CO (3-Cyclohexene-1-methanol). The solvent is CN(C=O)C (N,N-dimethylformamide). Run at time 22 hour. Product: [Si](C1=CC=CC=C1)(C1=CC=CC=C1)(C(C)(C)C)OCC1CC=CCC1 ((±)-4-(tert-butyldiphenylsilyloxymethyl)-1-cyclohexene). RXN SMILES: [CH:1]1([CH2:7][OH:8])[CH2:6][CH2:5][CH:4]=[CH:3][CH2:2]1.N1C=CN=C1.[C:14]([Si:18](Cl)([C:25]1[CH:30]=[CH:29][CH:28]=[CH:27][CH:26]=1)[C:19]1[CH:24]=[CH:23][CH:22]=[CH:21][CH:20]=1)([CH3:17])([CH3:16])[CH3:15].CO>CN(C)C=O>[Si:18]([O:8][CH2:7][CH:1]1[CH2:6][CH2:5][CH:4]=[CH:3][CH2:2]1)([C:14]([CH3:17])([CH3:16])[CH3:15])([C:25]1[CH:26]=[CH:27][CH:28]=[CH:29][CH:30]=1)[C:19]1[CH:24]=[CH:23][CH:22]=[CH:21][CH:20]=1. Procedure details: 3-Cyclohexene-1-methanol (5.0 g) was dissolved in N,N-dimethylformamide (50 ml), and imidazole (3.93 g) and tert-butylchlorodiphenylsilane (14 ml) were added to stir the mixture for 22 hours. After adding methanol, the solvent was distilled off under reduced pressure, and water was added to the residue to conduct extraction with ethyl acetate. The extract was dried over anhydrous sodium sulfate. The solvent was distilled off under reduced pressure, and the residue was purified by column chromato... Starting materials: ClC=1N=C(C2=C(N1)C=C(S2)C=2C=C(C(=O)O)C=CC2)N2CCOCC2 (3-(2-Chloro-4-morpholinothieno[3,2-d]pyrimidin-6-yl)benzoic acid), C(C)N (ethylamine), CC1(OB(OC1(C)C)C1=C2C=NNC2=CC=C1)C (4-(4,4,5,5-tetramethyl-[1,3,2]dioxaborolan-2-yl)-1H-indazole). Yields the product N1N=CC2=C(C=CC=C12)C=1N=C(C2=C(N1)C=C(S2)C=2C=C(C(=O)NCC)C=CC2)N2CCOCC2 (3-(2-(1H-indazol-4-yl)-4-morpholinothieno[3,2-d]pyrimidin-6-yl)-N-ethylbenzamide). RXN SMILES: Cl[C:2]1[N:3]=[C:4]([N:20]2[CH2:25][CH2:24][O:23][CH2:22][CH2:21]2)[C:5]2[S:10][C:9]([C:11]3[CH:12]=[C:13]([CH:17]=[CH:18][CH:19]=3)[C:14](O)=[O:15])=[CH:8][C:6]=2[N:7]=1.[CH2:26]([NH2:28])[CH3:27].CC1(C)C(C)(C)OB([C:37]2[CH:45]=[CH:44][CH:43]=[C:42]3[C:38]=2[CH:39]=[N:40][NH:41]3)O1>>[NH:41]1[C:42]2[C:38](=[C:37]([C:2]3[N:3]=[C:4]([N:20]4[CH2:21][CH2:22][O:23][CH2:24][CH2:25]4)[C:5]4[S:10][C:9]([C:11]5[CH:12]=[C:13]([CH:17]=[CH:18][CH:19]=5)[C:14]([NH:28][CH2:26][CH3:27])=[O:15])=[CH:8][C:6]=4[N:7]=3)[CH:45]=[CH:44][CH:43]=2)[CH:39]=[N:40]1. Procedure: 3-(2-Chloro-4-morpholinothieno[3,2-d]pyrimidin-6-yl)benzoic acid (55 mg) was reacted with ethylamine via General Procedure B to yield 3-(2-chloro-4-morpholinothieno[3,2-d]pyrimidin-6-yl)-N-ethylbenamide. Crude 3-(2-chloro-4-morpholinothieno[3,2-d]pyrimidin-6-yl)-N-ethylbenamide (59 mg) was coupled to 4-(4,4,5,5-tetramethyl-1,3,2-dioxaborolan-2-yl)-1H-indazole 7 via General Procedure A to yield 14.5 mg of 329. MS (Q1) 485.1 (M)+